The task is: describe an organic reaction: reactants, conditions, products, and yield. This data is from the Open Reaction Database (ORD), a public repository of structured organic reaction records. The reactants are BrC1=CC=C(C=C1)N1[C@@H]2[C@H](CC1)CN(C2)C ((3aR,6aR)-1-(4-Bromo-phenyl)-5-methyl-octahydro-pyrrolo[3,4-b]pyrrole), CC1(OB(OC1(C)C)C=1C=CC(=NC1)C#N)C (5-(4,4,5,5-tetramethyl-1,3,2-dioxaborolan-2-yl)picolinonitrile), C(#N)C1=CC=C(C=C1)B(O)O (4-cyanophenylboronic acid). Yields the product CN1C[C@@H]2N(CC[C@@H]2C1)C1=CC=C(C=C1)C1=CC=C(C=C1)C=1C=CC(=NC1)C#N (5-{4′-[(3aR,6aR)-5-methylhexahydropyrrolo[3,4-b]pyrrol-1(2H)-yl]-1,1′-biphenyl-4-yl}pyridine-2-carbonitrile). Reaction SMILES: Br[C:2]1[CH:7]=[CH:6][C:5]([N:8]2[CH2:12][CH2:11][C@@H:10]3[CH2:13][N:14]([CH3:16])[CH2:15][C@H:9]23)=[CH:4][CH:3]=1.CC1(C)C(C)(C)OB([C:25]2[CH:26]=[CH:27][C:28]([C:31]#[N:32])=[N:29][CH:30]=2)O1.C([C:36]1[CH:41]=[CH:40][C:39](B(O)O)=[CH:38][CH:37]=1)#N>>[CH3:16][N:14]1[CH2:13][C@@H:10]2[C@@H:9]([N:8]([C:5]3[CH:6]=[CH:7][C:2]([C:36]4[CH:41]=[CH:40][C:39]([C:25]5[CH:26]=[CH:27][C:28]([C:31]#[N:32])=[N:29][CH:30]=5)=[CH:38][CH:37]=4)=[CH:3][CH:4]=3)[CH2:12][CH2:11]2)[CH2:15]1. Procedure details: The title compound was prepared according to the procedure described in Example 7D, substituting the product of Example 41A for the product of Example 7C and substituting 5-(4,4,5,5-tetramethyl-1,3,2-dioxaborolan-2-yl)picolinonitrile for 4-cyanophenylboronic acid. 1H NMR (500 MHz, CDCl3) δ ppm 8.99 (d, J=2.14 Hz, 1H) 8.03 (dd, J=8.09, 2.29 Hz, 1H) 7.76 (d, J=7.93 Hz, 1H) 7.68-7.73 (m, 2H) 7.59-7.67 (m, 2H) 7.52-7.58 (m, 2H) 6.67 (d, J=8.85 Hz, 2H) 4.12-4.23 (m, 3.05 Hz, 1H) 3.53-3.62 (m, 1H) 3.2... The reactants are NC(=O)c1[nH]c2ccccc2c1N1CCC(Cc2ccccc2)CC1, CC(C)=O, CC(C)I, [K+], [OH-]. The product is CC(C)n1c(C(N)=O)c(N2CCC(Cc3ccccc3)CC2)c2ccccc21. As a reaction SMILES: [CH2:1]([c:2]1[cH:3][cH:4][cH:5][cH:6][cH:7]1)[CH:8]1[CH2:9][CH2:10][N:11]([c:14]2[c:15]([C:23](=[O:24])[NH2:25])[nH:16][c:17]3[cH:18][cH:19][cH:20][cH:21][c:22]23)[CH2:12][CH2:13]1.[CH3:32][C:33](=[O:34])[CH3:35].[I:26][CH:27]([CH3:28])[CH3:29].[K+:31].[OH-:30]>>[CH2:1]([c:2]1[cH:3][cH:4][cH:5][cH:6][cH:7]1)[CH:8]1[CH2:9][CH2:10][N:11]([c:14]2[c:15]([C:23](=[O:24])[NH2:25])[n:16]([CH:27]([CH3:28])[CH3:29])[c:17]3[cH:18][cH:19][cH:20][cH:21][c:22]23)[CH2:12][CH2:13]1. Starting materials: O=C(N=C=S)c1ccccc1, ClC(Cl)Cl, NCCCN1CCCC1=O. Product: NC(=S)NCCCN1CCCC1=O. As a reaction SMILES: [C:11](=[O:12])([c:13]1[cH:14][cH:15][cH:16][cH:17][cH:18]1)[N:19]=[C:20]=[S:21].[CH:22]([Cl:23])([Cl:24])[Cl:25].[NH2:1][CH2:2][CH2:3][CH2:4][N:5]1[C:6](=[O:10])[CH2:7][CH2:8][CH2:9]1>>[NH:1]([CH2:2][CH2:3][CH2:4][N:5]1[C:6](=[O:10])[CH2:7][CH2:8][CH2:9]1)[C:20]([NH2:19])=[S:21].